Dataset: the Open Reaction Database (ORD), a public repository of structured organic reaction records. Task: describe an organic reaction: reactants, conditions, products, and yield The reactants are solvent, O1C(CCCC1)ONC(\C=C\C1=CN(C=C1)S(=O)(=O)C1=CC=C(C=C1)C#C[Si](C)(C)C)=O (E-N-(Tetrahydro-pyran-2-yloxy)-3-[1-(4-trimethylsilanylethynyl-benzenesulfonyl)-1H-pyrrol-3-yl]-acrylamide), [F-].[K+] (KF). Solvent: CO (methanol). Yields the product C(#C)C1=CC=C(C=C1)S(=O)(=O)N1C=C(C=C1)/C=C/C(=O)NOC1OCCCC1 ((E)-3-[1-(4-Ethynyl-benzenesulfonyl)-1H-pyrrol-3-yl]-N-(tetrahydro-pyran-2-yloxy)-acrylamide). Reaction SMILES: [O:1]1[CH2:6][CH2:5][CH2:4][CH2:3][CH:2]1[O:7][NH:8][C:9](=[O:32])/[CH:10]=[CH:11]/[C:12]1[CH:16]=[CH:15][N:14]([S:17]([C:20]2[CH:25]=[CH:24][C:23]([C:26]#[C:27][Si](C)(C)C)=[CH:22][CH:21]=2)(=[O:19])=[O:18])[CH:13]=1.[F-].[K+]>CO>[C:26]([C:23]1[CH:24]=[CH:25][C:20]([S:17]([N:14]2[CH:15]=[CH:16][C:12](/[CH:11]=[CH:10]/[C:9]([NH:8][O:7][CH:2]3[CH2:3][CH2:4][CH2:5][CH2:6][O:1]3)=[O:32])=[CH:13]2)(=[O:19])=[O:18])=[CH:21][CH:22]=1)#[CH:27] |f:1.2|. Procedure: To a stirred solution of (E-N-(Tetrahydro-pyran-2-yloxy)-3-[1-(4-trimethylsilanylethynyl-benzenesulfonyl)-1H-pyrrol-3-yl]-acrylamide (0.139 mmol) in methanol (1.2 ml) is added KF (0.26 mmol). After 15 min the solvent is evaporated and the residue is taken up in DCM and filtered over alumina (1 g, neutral, activity II-III) using DCM as eluent. After evaporation of the solvent 0.0801 mmol of the title compound are obtained. Reactants: C(C)(C)(C)OC([C@H]1N(CCC1)CC([C@@H](NC([C@@H](NC(=O)OCC1=CC=CC=C1)C)=O)CC1=CC=CC=C1)=O)=O (N-[[N-[N-(benzyloxycarbonyl)-L-alanyl]-L-phenylalanyl]methyl]-L-proline tert.butyl ester), [BH4-].[Na+] (sodium borohydride). Run in C(C)(C)O (isopropanol). The product is C(C)(C)(C)OC([C@H]1NCCC1)=O (L-proline tert.butyl ester). Reaction SMILES: [C:1]([O:5][C:6](=[O:39])[C@@H:7]1[CH2:11][CH2:10][CH2:9][N:8]1CC(=O)[C@H](CC1C=CC=CC=1)NC(=O)[C@H](C)NC(OCC1C=CC=CC=1)=O)([CH3:4])([CH3:3])[CH3:2].[BH4-].[Na+]>C(O)(C)C>[C:1]([O:5][C:6](=[O:39])[C@@H:7]1[CH2:11][CH2:10][CH2:9][NH:8]1)([CH3:4])([CH3:2])[CH3:3] |f:1.2|. Procedure: 0.45 g (0.84 mmol) of N-[[N-[N-(benzyloxycarbonyl)-L-alanyl]-L-phenylalanyl]methyl]-L-proline tert.butyl ester, prepared as described in Example 5, was reduced in 15 ml of isopropanol in the presence of 80 mg of sodium borohydride as described in Example 7. After working-up the two isomers were separated by chromatography on silica gel using System A for the elution. There were obtained 70 mg of isomer 1 of N-[3(S)-[[N-(benzyloxycarbonyl)-L-alanyl]amino]-2(R or S)-hydroxy-4-phenylbutyl]-L-prolin... Reactants: Cl (hydrochloric acid), CCCCCCCCCCCCCCCC(=O)O.CC1=C(C(=O)N2CCCC(C2=N1)O)CCN3CCC(CC3)C=4C=5C=CC(=CC5ON4)F (paliperidone palmitate), CCCCCCCCCCCCCCCC(=O)O.CC1=C(C(=O)N2CCCC(C2=N1)O)CCN3CCC(CC3)C=4C=5C=CC(=CC5ON4)F (paliperidone palmitate). Conditions: temperature 77.5 celsius, time 1 hour. The product is CC1=C(C(=O)N2CCCC(C2=N1)O)CCN3CCC(CC3)C=4C=5C=CC(=CC5ON4)F (paliperidone). RXN SMILES: Cl.CCCCCCCCCCCCCCCC(O)=O.[CH3:20][C:21]1[N:31]=[C:30]2[N:25]([CH2:26][CH2:27][CH2:28][CH:29]2[OH:32])[C:23](=[O:24])[C:22]=1[CH2:33][CH2:34][N:35]1[CH2:40][CH2:39][CH:38]([C:41]2[C:42]3[CH:43]=[CH:44][C:45]([F:50])=[CH:46][C:47]=3[O:48][N:49]=2)[CH2:37][CH2:36]1>>[CH3:20][C:21]1[N:31]=[C:30]2[N:25]([CH2:26][CH2:27][CH2:28][CH:29]2[OH:32])[C:23](=[O:24])[C:22]=1[CH2:33][CH2:34][N:35]1[CH2:40][CH2:39][CH:38]([C:41]2[C:42]3[CH:43]=[CH:44][C:45]([F:50])=[CH:46][C:47]=3[O:48][N:49]=2)[CH2:37][CH2:36]1 |f:1.2|. Reported procedure: A mixture of dilute hydrochloric acid and paliperidone palmitate heated to 75-80° C. and the reaction was maintained for 2 hours at 75-80° C., monitored the reaction by HPLC for absence of paliperidone palmitate and cooled the reaction mass to 25-30° C. The reaction mass was washed with methylene chloride, added a mixture of methylene chloride and methanol to aqueous layer, cooled the contents to 10° C., adjusted pH 10-12 with 20% sodium hydroxide in water solution at 10-30° C., extracted the co... Product: Cc1ccc(C)c(C(=O)OCc2ccccc2)c1N. Reactants: BrCc1ccccc1, O=C([O-])[O-], CC(C)=O, [I-], [K+], [K+], Cc1ccc(C)c(C(=O)O)c1N. As a reaction SMILES: [Br:13][CH2:14][c:15]1[cH:16][cH:17][cH:18][cH:19][cH:20]1.[C:21](=[O:22])([O-:23])[O-:24].[CH3:28][C:29](=[O:30])[CH3:31].[I-:27].[K+:25].[K+:26].[NH2:1][c:2]1[c:3]([C:4](=[O:5])[OH:6])[c:7]([CH3:12])[cH:8][cH:9][c:10]1[CH3:11]>>[NH2:1][c:2]1[c:3]([C:4]([O:5][CH2:14][c:15]2[cH:16][cH:17][cH:18][cH:19][cH:20]2)=[O:6])[c:7]([CH3:12])[cH:8][cH:9][c:10]1[CH3:11]. Reactants: C(C1=CC=CC=C1)OC(=O)N1[C@@H](C[C@@H]([C@H](C1)OCC=1C=CC2=C(N(CCO2)CCCOC)C1)C1=CC=C(C=C1)OC)CC(=O)O ((2S,4R,5R)-2-carboxymethyl-4-(4-methoxy-phenyl)-5-[4-(3-methoxy-propyl)-3,4-dihydro-2H-benzo[1,4]oxazin-6-ylmethoxy]-piperidine-1-carboxylic acid benzyl ester), C(C1=CC=CC=C1)N (benzylamine). The product is C(C1=CC=CC=C1)OC(=O)N1[C@@H](C[C@@H]([C@H](C1)OCC=1C=CC2=C(N(CCO2)CCCOC)C1)C1=CC=C(C=C1)OC)CC(NCC1=CC=CC=C1)=O ((2S,4R,5R)-2-(Benzylcarbamoyl-methyl)-4-(4-methoxy-phenyl)-5-[4-(3-methoxy-propyl)-3,4-dihydro-2H-benzo[1,4]oxazin-6-ylmethoxy]-piperidine-1-carboxylic acid benzyl ester). RXN SMILES: [CH2:1]([O:8][C:9]([N:11]1[CH2:16][C@H:15]([O:17][CH2:18][C:19]2[CH:20]=[CH:21][C:22]3[O:27][CH2:26][CH2:25][N:24]([CH2:28][CH2:29][CH2:30][O:31][CH3:32])[C:23]=3[CH:33]=2)[C@@H:14]([C:34]2[CH:39]=[CH:38][C:37]([O:40][CH3:41])=[CH:36][CH:35]=2)[CH2:13][C@H:12]1[CH2:42][C:43](O)=[O:44])=[O:10])[C:2]1[CH:7]=[CH:6][CH:5]=[CH:4][CH:3]=1.[CH2:46]([NH2:53])[C:47]1[CH:52]=[CH:51][CH:50]=[CH:49][CH:48]=1>>[CH2:1]([O:8][C:9]([N:11]1[CH2:16][C@H:15]([O:17][CH2:18][C:19]2[CH:20]=[CH:21][C:22]3[O:27][CH2:26][CH2:25][N:24]([CH2:28][CH2:29][CH2:30][O:31][CH3:32])[C:23]=3[CH:33]=2)[C@@H:14]([C:34]2[CH:39]=[CH:38][C:37]([O:40][CH3:41])=[CH:36][CH:35]=2)[CH2:13][C@H:12]1[CH2:42][C:43](=[O:44])[NH:53][CH2:46][C:47]1[CH:52]=[CH:51][CH:50]=[CH:49][CH:48]=1)=[O:10])[C:2]1[CH:7]=[CH:6][CH:5]=[CH:4][CH:3]=1. Procedure details: According to general procedure D, 50.0 mg of (2S,4R,5R)-2-carboxymethyl-4-(4-methoxy-phenyl)-5-[4-(3-methoxy-propyl)-3,4-dihydro-2H-benzo[1,4]oxazin-6-ylmethoxy]-piperidine-1-carboxylic acid benzyl ester (from example 9b) are reacted with benzylamine to afford the title compound as yellow oil. Rf=0.50 (dichlormethane-methanol 9:1); Rt=5.17. Reactants: CC=C(C)C(=O)O, Cc1ccccc1, Oc1ccc(O)cc1, Nc1ccc2ncsc2c1. Yields the product CC(Nc1ccc2ncsc2c1)C(C)C(=O)O. As a reaction SMILES: [CH3:11][C:12]([C:13](=[O:14])[OH:15])=[CH:16][CH3:17].[CH3:26][c:27]1[cH:28][cH:29][cH:30][cH:31][cH:32]1.[OH:18][c:19]1[cH:20][cH:21][c:22]([OH:23])[cH:24][cH:25]1.[s:1]1[cH:2][n:3][c:4]2[c:5]1[cH:6][c:7]([NH2:10])[cH:8][cH:9]2>>[s:1]1[cH:2][n:3][c:4]2[c:5]1[cH:6][c:7]([NH:10][CH:16]([CH:12]([CH3:11])[C:13](=[O:14])[OH:15])[CH3:17])[cH:8][cH:9]2. Reactants: CN(C)C=O, O=[N+]([O-])c1cc(F)cnc1O, O, O=P(Cl)(Cl)Cl. Yields the product O=[N+]([O-])c1cc(F)cnc1Cl. As a reaction SMILES: [CH3:17][N:18]([CH3:19])[CH:20]=[O:21].[F:1][c:2]1[cH:3][c:4]([N+:9](=[O:10])[O-:11])[c:5]([OH:8])[n:6][cH:7]1.[OH2:22].[P:12]([Cl:13])([Cl:14])([Cl:15])=[O:16]>>[F:1][c:2]1[cH:3][c:4]([N+:9](=[O:10])[O-:11])[c:5]([Cl:14])[n:6][cH:7]1. The reactants are C1CCOC1, CCCC[N+](CCCC)(CCCC)CCCC, CCOC(C)=O, CC(C)[Si](Sc1ccc(NC(=O)C(C)(O)C(F)(F)F)c(Cl)c1)(C(C)C)C(C)C, CN(C)C(=O)CCl, [F-]. Product: CN(C)C(=O)CSc1ccc(NC(=O)C(C)(O)C(F)(F)F)c(Cl)c1. RXN SMILES: [CH2:60]1[O:61][CH2:62][CH2:63][CH2:64]1.[CH3:2][CH2:3][CH2:4][CH2:5][N+:6]([CH2:7][CH2:8][CH2:9][CH3:10])([CH2:11][CH2:12][CH2:13][CH3:14])[CH2:15][CH2:16][CH2:17][CH3:18].[CH3:54][CH2:55][O:56][C:57](=[O:58])[CH3:59].[Cl:19][c:20]1[c:21]([NH:37][C:38]([C:39]([C:40]([F:41])([F:42])[F:43])([CH3:44])[OH:45])=[O:46])[cH:22][cH:23][c:24]([S:26][Si:27]([CH:28]([CH3:29])[CH3:30])([CH:31]([CH3:32])[CH3:33])[CH:34]([CH3:35])[CH3:36])[cH:25]1.[Cl:47][CH2:48][C:49](=[O:50])[N:51]([CH3:52])[CH3:53].[F-:1]>>[Cl:19][c:20]1[c:21]([NH:37][C:38]([C:39]([C:40]([F:41])([F:42])[F:43])([CH3:44])[OH:45])=[O:46])[cH:22][cH:23][c:24]([S:26][CH2:48][C:49](=[O:50])[N:51]([CH3:52])[CH3:53])[cH:25]1. Reactants: ClC1=CC=C(C=C1)C1=NCCC2=C(C=CC=C12)C (1-(4-chlorophenyl)-5-methyl-3,4-dihydroisoquinoline), C1(=CC=CC=C1)SSC1=CC=CC=C1 (diphenyl disulfide). Solvent: C1CCCC2=CC=CC=C12 (tetralin). Product: ClC1=CC=C(C=C1)C1=NC=CC2=C(C=CC=C12)C (1-(4-chlorophenyl)-5-methylisoquinoline). The yield is 60.5%. As a reaction SMILES: [Cl:1][C:2]1[CH:7]=[CH:6][C:5]([C:8]2[C:17]3[C:12](=[C:13]([CH3:18])[CH:14]=[CH:15][CH:16]=3)[CH2:11][CH2:10][N:9]=2)=[CH:4][CH:3]=1.C1(SSC2C=CC=CC=2)C=CC=CC=1>C1C2C(=CC=CC=2)CCC1>[Cl:1][C:2]1[CH:7]=[CH:6][C:5]([C:8]2[C:17]3[C:12](=[C:13]([CH3:18])[CH:14]=[CH:15][CH:16]=3)[CH:11]=[CH:10][N:9]=2)=[CH:4][CH:3]=1. Procedure details: A mixture of 30 g of 1-(4-chlorophenyl)-5-methyl-3,4-dihydroisoquinoline and 30 g of diphenyl disulfide was dissolved in 800 ml of tetralin, and the solution was heated. After the reaction, the tetralin was distilled off under reduced pressure. The residue was dissolved in benzene, and extracted with a 2 N aqueous solution of hydrochloric acid. The aqueous layer was neutralized with an aqueous solution of sodium hydroxide, extracted with ether, and dried, followed by distilling off the solvent. ... Starting materials: C([O-])([O-])=O.[K+].[K+] (potassium carbonate), COC1=CC=C(COC(=O)N[C@H](CO)C(=O)O)C=C1 (N-p-Methoxybenzyloxycarbonyl-D-serine), CCOCC (ether), C(C1=CC=CC=C1)Br (benzyl bromide). The solvent is O (water), O (water), CO (methanol). The product is C(C1=CC=CC=C1)OC([C@H](NC(=O)OCC1=CC=C(C=C1)OC)CO)=O (N-p-Methoxybenzyloxycarbonyl-D-serine benzyl ester). The yield is 82.0%. As a reaction SMILES: [CH3:1][O:2][C:3]1[CH:19]=[CH:18][C:6]([CH2:7][O:8][C:9]([NH:11][C@@H:12]([C:15]([OH:17])=[O:16])[CH2:13][OH:14])=[O:10])=[CH:5][CH:4]=1.C(=O)([O-])[O-].[K+].[K+].[CH2:26](Br)[C:27]1[CH:32]=[CH:31][CH:30]=[CH:29][CH:28]=1.CCOCC>CO.O>[CH2:26]([O:16][C:15](=[O:17])[C@@H:12]([CH2:13][OH:14])[NH:11][C:9]([O:8][CH2:7][C:6]1[CH:5]=[CH:4][C:3]([O:2][CH3:1])=[CH:19][CH:18]=1)=[O:10])[C:27]1[CH:32]=[CH:31][CH:30]=[CH:29][CH:28]=1 |f:1.2.3|. Reported procedure: N-p-Methoxybenzyloxycarbonyl-D-serine (5.39 mg, 2.00 sm:ol; prepared as a colourless solid of m.p. 96°-97° C. in 60% yield by the dissolved in methanol and treated with a solution of potassium carbonate (138 mg, 1.00 mmol) in water (2 ml). The mixture is evaporated by dryness, N,N-dimethyl-forimide (DMF) is added and re-evaporated (2×2 ml), and the solid residue is then dissolved in dry warm DMF, benzyl bromide (248 μl, 2.1 mmol) is added and the solution is warmed in a dry closed flask at 50° C...